This data is from the Open Reaction Database (ORD), a public repository of structured organic reaction records. The task is: describe an organic reaction: reactants, conditions, products, and yield Reactants: C1CCOC1, CO, CCOC(=O)c1cccc(NS(=O)(=O)c2ccc(-c3ccc(Cl)cc3Cl)cc2)c1, Cl, [Na+], [OH-]. Yields the product O=C(O)c1cccc(NS(=O)(=O)c2ccc(-c3ccc(Cl)cc3Cl)cc2)c1. As a reaction SMILES: [CH2:33]1[O:34][CH2:35][CH2:36][CH2:37]1.[CH3:38][OH:39].[Cl:1][c:2]1[c:3](-[c:9]2[cH:10][cH:11][c:12]([S:15](=[O:16])(=[O:17])[NH:18][c:19]3[cH:20][c:21]([C:22](=[O:23])[O:24][CH2:25][CH3:26])[cH:27][cH:28][cH:29]3)[cH:13][cH:14]2)[cH:4][cH:5][c:6]([Cl:8])[cH:7]1.[ClH:32].[Na+:31].[OH-:30]>>[Cl:1][c:2]1[c:3](-[c:9]2[cH:10][cH:11][c:12]([S:15](=[O:16])(=[O:17])[NH:18][c:19]3[cH:20][c:21]([C:22](=[O:23])[OH:24])[cH:27][cH:28][cH:29]3)[cH:13][cH:14]2)[cH:4][cH:5][c:6]([Cl:8])[cH:7]1. Starting materials: [H-].[Na+] (sodium hydride), N1=CC=C(C=C1)CC#N (4-pyridylacetonitrile), Cl.N1=CC=C(C=C1)CC#N (4-pyridylaceto-nitrile hydrochloride), C(C)OCC[O-].[Na+] (sodium 2-ethoxyethoxide), NC1=NC=C(C(=N1)N)C=O (2,4-diamino-5-pyrimidinecarboxaldehyde). Run in C(C)OCCO (2-ethoxyethanol), C(C)OCCO (2-ethoxyethanol). Run at time 10 minute. Product: N1=CC=C(C=C1)C1=CC2=C(N=C(N=C2)N)N=C1N (6-Pyridin-4-yl-pyrido[2,3-d]pyrimidine-2,7-diamine). As a reaction SMILES: [H-].[Na+].Cl.[N:4]1[CH:9]=[CH:8][C:7]([CH2:10][C:11]#[N:12])=[CH:6][CH:5]=1.N1C=CC(CC#N)=CC=1.C(OCC[O-])C.[Na+].[NH2:29][C:30]1[N:35]=[C:34]([NH2:36])[C:33]([CH:37]=O)=[CH:32][N:31]=1>C(OCCO)C>[N:4]1[CH:9]=[CH:8][C:7]([C:10]2[C:11]([NH2:12])=[N:36][C:34]3[N:35]=[C:30]([NH2:29])[N:31]=[CH:32][C:33]=3[CH:37]=2)=[CH:6][CH:5]=1 |f:0.1,2.3,5.6|. Reported procedure: To cooled (0° C.) 2-ethoxyethanol (13 mL) was added portionwise 0.30 g of sodium hydride (60% in mineral oil), and the suspension was stirred for 10 minutes. To this suspension was added 1.06 g of 4-pyridylaceto-nitrile hydrochloride, and the mixture was stirred at room temperature for 30 minutes. The neutralized solution of 4-pyridylacetonitrile in 2-ethoxyethanol was added to a reaction mixture containing sodium 2-ethoxyethoxide (prepared from 0.11 g of sodium hydride and 4.76 mL of 2-ethoxyet... Starting materials: Fc1cc(Br)cnc1F, CS(C)=O, Cl, [Na+], [OH-], O, CC(Oc1ccc(O)cc1)C(=O)O. The product is CC(Oc1ccc(Oc2ncc(Br)cc2F)cc1)C(=O)O. RXN SMILES: [Br:16][c:17]1[cH:18][c:19]([F:24])[c:20]([F:23])[n:21][cH:22]1.[CH3:26][S:27]([CH3:28])=[O:29].[ClH:25].[Na+:2].[OH-:1].[OH2:30].[OH:3][c:4]1[cH:5][cH:6][c:7]([O:8][CH:9]([C:10](=[O:11])[OH:12])[CH3:13])[cH:14][cH:15]1>>[O:3]([c:4]1[cH:5][cH:6][c:7]([O:8][CH:9]([C:10](=[O:11])[OH:12])[CH3:13])[cH:14][cH:15]1)[c:20]1[c:19]([F:24])[cH:18][c:17]([Br:16])[cH:22][n:21]1. The reactants are ClC1=NC(=NC=N1)NC1=CC(=CC=C1)CS(=O)(=O)C (4-chloro-N-{3-[(methylsulfonyl)methyl]phenyl}-1,3,5-triazin-2-amine), FC=1C=CC(=C(C1)B(O)O)OCC1=CC(=CC=C1)F ({5-fluoro-2-[(3-fluorobenzyl)oxy]phenyl}boronic acid). The product is FC=1C=CC(=C(C1)C1=NC(=NC=N1)NC1=CC(=CC=C1)CS(=O)(=O)C)OCC1=CC(=CC=C1)F (4-{5-Fluoro-2-[(3-fluorobenzyl)oxy]phenyl}-N-{3-[(methylsulfonyl)methyl]phenyl}-1,3,5-triazin-2-amine). As a reaction SMILES: Cl[C:2]1[N:7]=[CH:6][N:5]=[C:4]([NH:8][C:9]2[CH:14]=[CH:13][CH:12]=[C:11]([CH2:15][S:16]([CH3:19])(=[O:18])=[O:17])[CH:10]=2)[N:3]=1.[F:20][C:21]1[CH:22]=[CH:23][C:24]([O:30][CH2:31][C:32]2[CH:37]=[CH:36][CH:35]=[C:34]([F:38])[CH:33]=2)=[C:25](B(O)O)[CH:26]=1>>[F:20][C:21]1[CH:26]=[CH:25][C:24]([O:30][CH2:31][C:32]2[CH:37]=[CH:36][CH:35]=[C:34]([F:38])[CH:33]=2)=[C:23]([C:2]2[N:7]=[CH:6][N:5]=[C:4]([NH:8][C:9]3[CH:14]=[CH:13][CH:12]=[C:11]([CH2:15][S:16]([CH3:19])(=[O:18])=[O:17])[CH:10]=3)[N:3]=2)[CH:22]=1. Procedure: Example 31 was prepared under similar conditions as described in the preparation of Example 1 using crude 4-chloro-N-{3-[(methylsulfonyl)methyl]phenyl}-1,3,5-triazin-2-amine and {5-fluoro-2-[(3-fluorobenzyl)oxy]phenyl}boronic acid (Combi-Blocks Inc.). The batch was purified by preparative TLC (DCM/EtOH 95:5). The reactants are CCN=C=NCCCN(C)C, CN(C)C=O, CCOC(C)=O, Cl, CC(C)(C)C(F)(F)c1ccc(CC(N)C(O)c2cccc(Cl)c2)cc1, O, On1nnc2ccccc21, O=C(O)c1cccc2c1C=CCCC2. Yields the product CC(C)(C)C(F)(F)c1ccc(CC(NC(=O)c2cccc3c2C=CCCC3)C(O)c2cccc(Cl)c2)cc1. RXN SMILES: [CH2:16]([N:17]=[C:18]=[N:19][CH2:20][CH2:21][CH2:22][N:23]([CH3:24])[CH3:25])[CH3:26].[CH3:63][N:64]([CH3:65])[CH:66]=[O:67].[CH3:68][CH2:69][O:70][C:71](=[O:72])[CH3:73].[ClH:15].[NH2:38][CH:39]([CH:40]([OH:41])[c:42]1[cH:43][c:44]([Cl:48])[cH:45][cH:46][cH:47]1)[CH2:49][c:50]1[cH:51][cH:52][c:53]([C:56]([C:57]([CH3:58])([CH3:59])[CH3:60])([F:61])[F:62])[cH:54][cH:55]1.[OH2:27].[OH:28][n:29]1[c:30]2[cH:31][cH:32][cH:33][cH:34][c:35]2[n:36][n:37]1.[c:1]1([C:12](=[O:13])[OH:14])[cH:2][cH:3][cH:4][c:5]2[c:6]1[CH:7]=[CH:8][CH2:9][CH2:10][CH2:11]2>>[c:1]1([C:12](=[O:14])[NH:38][CH:39]([CH:40]([OH:41])[c:42]2[cH:43][c:44]([Cl:48])[cH:45][cH:46][cH:47]2)[CH2:49][c:50]2[cH:51][cH:52][c:53]([C:56]([C:57]([CH3:58])([CH3:59])[CH3:60])([F:61])[F:62])[cH:54][cH:55]2)[cH:2][cH:3][cH:4][c:5]2[c:6]1[CH:7]=[CH:8][CH2:9][CH2:10][CH2:11]2. Reactants: [Li]CCCC, C1CCOC1, CCCOc1ccc2c(c1)C(=O)c1cccc(OC)c1-2, c1ccc(Pc2ccccc2)cc1. The product is CCCOc1ccc2c(c1)C(=O)c1cccc(O)c1-2. Reaction SMILES: [CH2:1]([Li:2])[CH2:3][CH2:4][CH3:5].[CH2:39]1[O:40][CH2:41][CH2:42][CH2:43]1.[CH3:19][O:20][c:21]1[c:22]2[c:30]([cH:31][cH:32][cH:33]1)[C:29](=[O:34])[c:28]1[c:23]-2[cH:24][cH:25][c:26]([O:35][CH2:36][CH2:37][CH3:38])[cH:27]1.[c:6]1([PH:7][c:8]2[cH:9][cH:10][cH:11][cH:12][cH:13]2)[cH:14][cH:15][cH:16][cH:17][cH:18]1>>[OH:20][c:21]1[c:22]2[c:30]([cH:31][cH:32][cH:33]1)[C:29](=[O:34])[c:28]1[c:23]-2[cH:24][cH:25][c:26]([O:35][CH2:36][CH2:37][CH3:38])[cH:27]1. Reactants: BrC(C(=O)OC)C1=CC=C(C=C1)OCOC1=CC=C(C=C1)Cl (methyl bromo{p-[(p-chlorophenoxy)methoxy]phenyl}acetate), [I-].[K+] (potassium iodide), C(C)(C)(C)C=1C=C(C=CC1)O (3-tert.-butylphenol), [H-].[Na+] (sodium hydride). Run in CN(P(=O)(N(C)C)N(C)C)C (hexamethylphosphoramide), C(C)(=O)O (acetic acid), O (water), O1CCCC1 (tetrahydrofuran), O1CCCC1 (tetrahydrofuran). Reaction conditions: time 1 hour. Yields the product COC(C(C1=CC=C(C=C1)OCOC1=CC=C(C=C1)Cl)OC1=CC(=CC=C1)C(C)(C)C)=O (Methyl(m-tert.-butylphenoxy){p-[(p-chlorophenoxy)methoxy]phenyl}acetate). Yield: 117.1%. As a reaction SMILES: [C:1]([C:5]1[CH:6]=[C:7]([OH:11])[CH:8]=[CH:9][CH:10]=1)([CH3:4])([CH3:3])[CH3:2].[H-].[Na+].[I-].[K+].Br[CH:17]([C:22]1[CH:27]=[CH:26][C:25]([O:28][CH2:29][O:30][C:31]2[CH:36]=[CH:35][C:34]([Cl:37])=[CH:33][CH:32]=2)=[CH:24][CH:23]=1)[C:18]([O:20][CH3:21])=[O:19]>O1CCCC1.C(O)(=O)C.O.CN(C)P(N(C)C)(N(C)C)=O>[CH3:21][O:20][C:18](=[O:19])[CH:17]([O:11][C:7]1[CH:8]=[CH:9][CH:10]=[C:5]([C:1]([CH3:4])([CH3:2])[CH3:3])[CH:6]=1)[C:22]1[CH:27]=[CH:26][C:25]([O:28][CH2:29][O:30][C:31]2[CH:32]=[CH:33][C:34]([Cl:37])=[CH:35][CH:36]=2)=[CH:24][CH:23]=1 |f:1.2,3.4|. Reported procedure: A mixture of 3.3 g of 3-tert.-butylphenol and 0.83 g of 60% sodium hydride-oil dispersion in 40 ml of tetrahydrofuran is stirred under argon for 1 hour at room temperature. To the mixture is added 3.65 g of potassium iodide, one ml of hexamethylphosphoramide and dropwise, a solution of 8.51 g of methyl bromo{p-[(p-chlorophenoxy)methoxy]phenyl}acetate in 30 ml of tetrahydrofuran. The mixture is refluxed for 18 hours and poured into 500 ml of water containing 2 ml of acetic acid. The mixture is ex... The reactants are S1C2=C(C=C1)C=C(C=C2)C(COCCOS(=O)(=O)C2=CC=C(C=C2)C)OC2OCCCC2 (1-(benzo[b]thiophen-5-yl)-1-(2-tetrahydropyranyloxy)-2-[2-(p-toluenesulfonyloxy)ethoxy]ethane), Cl.C(C)O (hydrogen chloride ethanol), CN (methylamine), ice water, C(C)OCC (diethyl ether), C(C)OCC (diethyl ether). Solvent: C(C)O (ethanol), CC(=O)C (acetone). Reaction conditions: time 20 minute. Yields the product Cl.S1C2=C(C=C1)C=C(C=C2)C(COCCNC)O (1-(benzo[b]thiophen-5-yl)-2-(N-methylaminoethoxy)ethanol hydrochloride). RXN SMILES: [S:1]1[CH:5]=[CH:4][C:3]2[CH:6]=[C:7]([CH:10]([O:26]C3CCCCO3)[CH2:11][O:12][CH2:13][CH2:14]OS(C3C=CC(C)=CC=3)(=O)=O)[CH:8]=[CH:9][C:2]1=2.[CH3:33][NH2:34].C(OCC)C.[ClH:40].C(O)C>C(O)C.CC(C)=O>[ClH:40].[S:1]1[CH:5]=[CH:4][C:3]2[CH:6]=[C:7]([CH:10]([OH:26])[CH2:11][O:12][CH2:13][CH2:14][NH:34][CH3:33])[CH:8]=[CH:9][C:2]1=2 |f:3.4,7.8|. Procedure: In 15 ml of ethanol was dissolved 1.5 g of 1-(benzo[b]thiophen-5-yl)-1-(2-tetrahydropyranyloxy)-2-[2-(p-toluenesulfonyloxy)ethoxy]ethane. To the solution was added 4.9 ml of a 40% aqueous methylamine solution. The resulting mixture was refluxed for 1 hour. The reaction mixture was added to a mixture of 20 ml of ice water and 20 ml of diethyl ether. The organic layer was separated. The aqueous layer was extracted with 20 ml of diethyl ether. The extract was combined with the previously separated ... The reactants are [N+](=O)([O-])C1=CC(=CC=C1)OC1=CC=CC=C1 (1-nitro-3-phenoxybenzene), Cl (hydrochloric acid), [Cl-].[Al+3].[Cl-].[Cl-] (Aluminium chloride), C(C)(=O)Cl (acetyl chloride). Run in C(=S)=S (carbon disulphide), C(C)(=O)OCC (ethyl acetate). Run at temperature 0 celsius. The product is [N+](=O)([O-])C=1C=C(OC2=CC=C(C=C2)C(C)=O)C=CC1 (1-[4-(3-nitrophenoxy)phenyl]ethanone). RXN SMILES: [N+:1]([C:4]1[CH:9]=[CH:8][CH:7]=[C:6]([O:10][C:11]2[CH:16]=[CH:15][CH:14]=[CH:13][CH:12]=2)[CH:5]=1)([O-:3])=[O:2].[Cl-].[Al+3].[Cl-].[Cl-].[C:21](Cl)(=[O:23])[CH3:22].Cl>C(=S)=S.C(OCC)(=O)C>[N+:1]([C:4]1[CH:5]=[C:6]([CH:7]=[CH:8][CH:9]=1)[O:10][C:11]1[CH:12]=[CH:13][C:14]([C:21](=[O:23])[CH3:22])=[CH:15][CH:16]=1)([O-:3])=[O:2] |f:1.2.3.4|. Procedure: The compound 1-nitro-3-phenoxybenzene (10.17 g, 0.0473 mol) is put into solution in carbon disulphide (70 ml). Aluminium chloride (10.06 g, 0.076 mol) is added by portions at ambient temperature. The reaction medium is cooled down to 0° C. then acetyl chloride (2.4 ml, 0.038 mol) is added dropwise. The reaction medium is left to return to 23° C. then stirring is maintained for 5 hours, followed by cooling down again to 0° C., then the careful addition of ethyl acetate, crushed ice and 3 N hydroc...